Dataset: the Open Reaction Database (ORD), a public repository of structured organic reaction records. Task: describe an organic reaction: reactants, conditions, products, and yield Starting materials: O=C1CCC(CC1)NC(=O)C1CC1 (cyclopropanecarboxylic acid(4-oxocyclohexyl)amide), Cl.C(#N)C1=CC=C(C=C1)NN (4-cyanophenylhydrazine hydrochloride). Product: C(#N)C=1C=C2C=3CC(CCC3NC2=CC1)NC(=O)C1CC1 (Cyclopropanecarboxylic acid(6-cyano-2,3,4,9-tetrahydro-1H-carbazol-3-yl)-amide). Reaction SMILES: O=[C:2]1[CH2:7][CH2:6][CH:5]([NH:8][C:9]([CH:11]2[CH2:13][CH2:12]2)=[O:10])[CH2:4][CH2:3]1.Cl.[C:15]([C:17]1[CH:22]=[CH:21][C:20]([NH:23]N)=[CH:19][CH:18]=1)#[N:16]>>[C:15]([C:17]1[CH:18]=[C:19]2[C:20](=[CH:21][CH:22]=1)[NH:23][C:2]1[CH2:7][CH2:6][CH:5]([NH:8][C:9]([CH:11]3[CH2:13][CH2:12]3)=[O:10])[CH2:4][C:3]2=1)#[N:16] |f:1.2|. Procedure details: Prepare the title compound from cyclopropanecarboxylic acid(4-oxocyclohexyl)amide (51.3 g, 283 mmol) and 4-cyanophenylhydrazine hydrochloride (48.0 g, 283 mmol) by essentially following procedures as described in Preparation 3 to obtain 57.0 g (72%) of a pale yellow solid. mp: 231-233° C.; MS (ES): m/z 280 (M+1).